Task: describe an organic reaction: reactants, conditions, products, and yield. Dataset: the Open Reaction Database (ORD), a public repository of structured organic reaction records Reactants: C1CCOC1, CCOC(=O)c1ccc([Se]c2cc3c(cc2OCOC(C)OC)C(C)(C)CCC3(C)C)nc1, CCO, O=S(=O)(O)O. The product is CCOC(=O)c1ccc([Se]c2cc3c(cc2O)C(C)(C)CCC3(C)C)nc1. RXN SMILES: [CH2:42]1[O:43][CH2:44][CH2:45][CH2:46]1.[CH3:1][O:2][CH:3]([O:4][CH2:5][O:7][c:8]1[c:9]([Se:22][c:23]2[n:24][cH:25][c:26]([C:27](=[O:28])[O:29][CH2:30][CH3:31])[cH:32][cH:33]2)[cH:10][c:11]2[c:16]([cH:17]1)[C:15]([CH3:18])([CH3:19])[CH2:14][CH2:13][C:12]2([CH3:20])[CH3:21])[CH3:6].[CH3:39][CH2:40][OH:41].[S:34](=[O:35])(=[O:36])([OH:37])[OH:38]>>[OH:7][c:8]1[c:9]([Se:22][c:23]2[n:24][cH:25][c:26]([C:27](=[O:28])[O:29][CH2:30][CH3:31])[cH:32][cH:33]2)[cH:10][c:11]2[c:16]([cH:17]1)[C:15]([CH3:18])([CH3:19])[CH2:14][CH2:13][C:12]2([CH3:20])[CH3:21]. The reactants are C(C)(=O)OCC (Ethyl acetate), Cl (HCl), [H-].[Al+3].[Li+].[H-].[H-].[H-] (Lithium aluminum hydride), solution, [Si](C)(C)(C(C)(C)C)OC1=C(C=C(C(=O)OC)C=C1CCC)CCC (methyl 4-tert-butyldimethylsilyloxy-3,5-dipropylbenzoate). Solvent: C1CCOC1 (THF). Run at temperature 0 celsius, time 8 hour. The product is [Si](C)(C)(C(C)(C)C)OC1=C(C=C(CO)C=C1CCC)CCC (4-tert-butyldimethylsilyloxy-3,5-dipropylbenzyl alcohol). Isolated yield 92.0%. Reaction SMILES: [H-].[Al+3].[Li+].[H-].[H-].[H-].[Si:7]([O:14][C:15]1[C:24]([CH2:25][CH2:26][CH3:27])=[CH:23][C:18]([C:19](OC)=[O:20])=[CH:17][C:16]=1[CH2:28][CH2:29][CH3:30])([C:10]([CH3:13])([CH3:12])[CH3:11])([CH3:9])[CH3:8].C(OCC)(=O)C.Cl>C1COCC1>[Si:7]([O:14][C:15]1[C:16]([CH2:28][CH2:29][CH3:30])=[CH:17][C:18]([CH2:19][OH:20])=[CH:23][C:24]=1[CH2:25][CH2:26][CH3:27])([C:10]([CH3:13])([CH3:12])[CH3:11])([CH3:8])[CH3:9] |f:0.1.2.3.4.5|. Reported procedure: Lithium aluminum hydride (9 mL of a 1M solution in THF) was added cautiously to a solution of the product of Step D at 0° C., and the reaction mixture was stirred overnight. Ethyl acetate was added to the mixture, cooled to 0° C. and treated with cold 1N HCl. After separating the organic phase, the aqueous phase was extracted with a mixture of ethyl acetate-ether-dichloromethane. The combined organic extracts were dried and concentrated. The concentrated material was purified by flash column chr... Reactants: [F-].[K+] (KF), ClC1=CC2=C(C(=N1)O[C@H](C)[C@@H]1CC(N(C1)[C@H](C)C1=CC=C(C=C1)OC)=O)N(C=N2)C ((R)-4-((R)-1-(6-chloro-3-methyl-3H-imidazo[4,5-c]pyridin-4-yloxy)ethyl)-1-((R)-1-(4-methoxyphenyl)ethyl)pyrrolidin-2-one), O1CC(C1)N1CCN(CC1)C=1C=NC(=CC1)[Sn](CCCC)(CCCC)CCCC (1-(oxetan-3-yl)-4-(6-(tributylstannyl)pyridin-3-yl)piperazine). The reagents and catalysts are C=1C=CC(=CC1)[P](C=2C=CC=CC2)(C=3C=CC=CC3)[Pd]([P](C=4C=CC=CC4)(C=5C=CC=CC5)C=6C=CC=CC6)([P](C=7C=CC=CC7)(C=8C=CC=CC8)C=9C=CC=CC9)[P](C=1C=CC=CC1)(C=1C=CC=CC1)C=1C=CC=CC1 (tetrakis(triphenylphosphine)palladium). The solvent is O1CCOCC1 (dioxane). Run at temperature 140 celsius. Yields the product COC1=CC=C(C=C1)[C@@H](C)N1C(C[C@H](C1)[C@@H](C)OC1=NC(=CC2=C1N(C=N2)C)C2=NC=C(C=C2)N2CCN(CC2)C2COC2)=O ((R)-1-((R)-1-(4-methoxyphenyl)ethyl)-4-((R)-1-((3-methyl-6-(5-(4-(oxetan-3-yl)piperazin-1-yl)pyridin-2-yl)-3H-imidazo[4,5-c]pyridin-4-yl)oxy)ethyl)pyrrolidin-2-one). Isolated yield 100.4%. As a reaction SMILES: Cl[C:2]1[N:7]=[C:6]([O:8][C@@H:9]([C@H:11]2[CH2:15][N:14]([C@@H:16]([C:18]3[CH:23]=[CH:22][C:21]([O:24][CH3:25])=[CH:20][CH:19]=3)[CH3:17])[C:13](=[O:26])[CH2:12]2)[CH3:10])[C:5]2[N:27]([CH3:30])[CH:28]=[N:29][C:4]=2[CH:3]=1.[O:31]1[CH2:34][CH:33]([N:35]2[CH2:40][CH2:39][N:38]([C:41]3[CH:42]=[N:43][C:44]([Sn](CCCC)(CCCC)CCCC)=[CH:45][CH:46]=3)[CH2:37][CH2:36]2)[CH2:32]1.[F-].[K+]>O1CCOCC1.C1C=CC([P]([Pd]([P](C2C=CC=CC=2)(C2C=CC=CC=2)C2C=CC=CC=2)([P](C2C=CC=CC=2)(C2C=CC=CC=2)C2C=CC=CC=2)[P](C2C=CC=CC=2)(C2C=CC=CC=2)C2C=CC=CC=2)(C2C=CC=CC=2)C2C=CC=CC=2)=CC=1>[CH3:25][O:24][C:21]1[CH:22]=[CH:23][C:18]([C@H:16]([N:14]2[CH2:15][C@H:11]([C@H:9]([O:8][C:6]3[C:5]4[N:27]([CH3:30])[CH:28]=[N:29][C:4]=4[CH:3]=[C:2]([C:44]4[CH:45]=[CH:46][C:41]([N:38]5[CH2:37][CH2:36][N:35]([CH:33]6[CH2:32][O:31][CH2:34]6)[CH2:40][CH2:39]5)=[CH:42][N:43]=4)[N:7]=3)[CH3:10])[CH2:12][C:13]2=[O:26])[CH3:17])=[CH:19][CH:20]=1 |f:2.3,^1:71,73,92,111|. Procedure: Into the mixture of (R)-4-((R)-1-((6-chloro-3-methyl-3H-imidazo[4,5-c]pyridin-4-yl)oxy)ethyl)-1-((R)-1-(4-methoxyphenyl)ethyl)pyrrolidin-2-one 2.05 (60 mg, 0.14 mmol) and 1-(oxetan-3-yl)-4-(6-(tributylstannyl)pyridin-3-yl)piperazine 7.16 (78 mg, 0.154 mmol) in dioxane (3 mL) was added tetrakis(triphenylphosphine)palladium (16 mg) and KF (24 mg). Then the mixture was flushed with Argon, and heated by microwave at 140° C. for 20 min. The reaction was diluted with 50 mL of ethyl acetate and filtere... Starting materials: CN1C(N(C(C=2NC=NC12)=O)CCC)=O (3-methyl-1-propylxanthine), ClCCCCC(C)(C)O (1-chloro-5-hydroxy-5-methylhexane), CN1C(N(C(C=2N(C=NC12)CCCCC(C)=O)=O)CCC)=O (3-methyl-7-(5-oxohexyl)-1-propylxanthine), C[Mg]Br (methylmagnesium bromide), [Cl-] (chloride). Solvent: O1CCCC1 (tetrahydrofuran). Yields the product OC(CCCCN1C=NC=2N(C(N(C(C12)=O)CCC)=O)C)(C)C (7-(5-Hydroxy-5-methylhexyl)-3-methyl-1-propylxanthine). As a reaction SMILES: [CH3:1][N:2]1[C:10]2[N:9]=[CH:8][NH:7][C:6]=2[C:5](=[O:11])[N:4]([CH2:12][CH2:13][CH3:14])[C:3]1=[O:15].Cl[CH2:17][CH2:18][CH2:19][CH2:20][C:21]([OH:24])([CH3:23])[CH3:22].CN1C2N=CN(CCCCC(=O)C)C=2C(=O)N(CCC)C1=O.C[Mg]Br.[Cl-]>O1CCCC1>[OH:24][C:21]([CH3:23])([CH3:22])[CH2:20][CH2:19][CH2:18][CH2:17][N:7]1[C:6]2[C:5](=[O:11])[N:4]([CH2:12][CH2:13][CH3:14])[C:3](=[O:15])[N:2]([CH3:1])[C:10]=2[N:9]=[CH:8]1. Procedure details: Both alkylation of 3-methyl-1-propylxanthine with 1-chloro-5-hydroxy-5-methylhexane analogously to the following example 4 and Grignard synthesis with 3-methyl-7-(5-oxohexyl)-1-propylxanthine and methylmagnesium bromide or chloride in anhydrous tetrahydrofuran led to the same compound. The reactants are C(#N)C1=CC(=C(C=C1)N1C(C=C(C=C1)OC1CCN(CC1)C(=O)OC(C)(C)C)=O)F (tert-butyl 4-(1-(4-cyano-2-fluorophenyl)-2-oxo-1,2-dihydropyridin-4-yloxy)piperidine-1-carboxylate), C([O-])([O-])=O.[K+].[K+] (potassium carbonate), C([O-])([O-])=O.[Cs+].[Cs+] (cesium carbonate), O=C1N(C=CC(=C1)OC1CCN(CC1)C(=O)OC(C)(C)C)C=1C=NC=CC1 (tert-butyl 4-(2-oxo-1-(pyridin-3-yl)-1,2-dihydropyridin-4-yloxy)piperidine-1-carboxylate), ClC1=NC=C(C=N1)CCC (2-chloro-5-propylpyrimidine). Conditions: temperature 100 celsius, time 7 hour. Yields the product C1(CC1)C=1C=NC(=NC1)N1CCC(CC1)OC1=CC(N(C=C1)C1=C(C=C(C#N)C=C1)F)=O (4-(4-(1-(5-cyclopropylpyrimidin-2-yl)piperidin-4-yloxy)-2-oxopyridin-1(2H)-yl)-3-fluorobenzonitrile). Reaction SMILES: [C:1]([C:3]1[CH:8]=[CH:7][C:6]([N:9]2[CH:14]=[CH:13][C:12]([O:15][CH:16]3[CH2:21][CH2:20][N:19]([C:22](OC(C)(C)C)=O)[CH2:18][CH2:17]3)=[CH:11][C:10]2=[O:29])=[C:5]([F:30])[CH:4]=1)#[N:2].O=C1C=C(OC2CCN(C(OC(C)(C)C)=O)CC2)C=CN1C1C=NC=CC=1.ClC1[N:64]=[CH:63][C:62]([CH2:65][CH2:66][CH3:67])=[CH:61][N:60]=1.C(=O)([O-])[O-].[K+].[K+].C(=O)([O-])[O-].[Cs+].[Cs+]>>[CH:65]1([C:62]2[CH:61]=[N:60][C:22]([N:19]3[CH2:18][CH2:17][CH:16]([O:15][C:12]4[CH:13]=[CH:14][N:9]([C:6]5[CH:7]=[CH:8][C:3]([C:1]#[N:2])=[CH:4][C:5]=5[F:30])[C:10](=[O:29])[CH:11]=4)[CH2:21][CH2:20]3)=[N:64][CH:63]=2)[CH2:67][CH2:66]1 |f:3.4.5,6.7.8|. Procedure: Example 190 was prepared according to procedures described in Example 132 substituting tert-butyl 4-(1-(4-cyano-2-fluorophenyl)-2-oxo-1,2-dihydropyridin-4-yloxy)piperidine-1-carboxylate (Example 176) for tert-butyl 4-(2-oxo-1-(pyridin-3-yl)-1,2-dihydropyridin-4-yloxy)piperidine-1-carboxylate in Step C and substituting 2-chloro-5-cyclopropylpyrimidine (prepared according to the procedure described in Step A of Example 159) for 2-chloro-5-propylpyrimidine and substituting potassium carbonate for c...